From a dataset of the Open Reaction Database (ORD), a public repository of structured organic reaction records. describe an organic reaction: reactants, conditions, products, and yield Reactants: Cn1c(C2CCN(C(=O)OC(C)(C)C)C2)nc2c(N3CCOCC3)nc(Cl)nc21, O=C([O-])[O-], CCc1nc2ccccc2[nH]1, [Cs+], [Cs+], C1COCCO1, O=C(C=Cc1ccccc1)C=Cc1ccccc1, O=C(C=Cc1ccccc1)C=Cc1ccccc1, O=C(C=Cc1ccccc1)C=Cc1ccccc1, [Pd], [Pd]. Product: CCc1nc2ccccc2n1-c1nc(N2CCOCC2)c2nc(C3CCN(C(=O)OC(C)(C)C)C3)n(C)c2n1. Reaction SMILES: [C:1]([CH3:2])([CH3:3])([CH3:4])[O:5][C:6](=[O:7])[N:8]1[CH2:9][CH:10]([c:13]2[n:14]([CH3:29])[c:15]3[n:16][c:17]([Cl:28])[n:18][c:19]([N:22]4[CH2:23][CH2:24][O:25][CH2:26][CH2:27]4)[c:20]3[n:21]2)[CH2:11][CH2:12]1.[C:41](=[O:42])([O-:43])[O-:44].[CH2:30]([CH3:31])[c:32]1[nH:33][c:34]2[c:35]([n:36]1)[cH:37][cH:38][cH:39][cH:40]2.[Cs+:45].[Cs+:46].[O:47]1[CH2:48][CH2:49][O:50][CH2:51][CH2:52]1.[O:55]=[C:56]([CH:57]=[CH:58][c:59]1[cH:60][cH:61][cH:62][cH:63][cH:64]1)[CH:65]=[CH:66][c:67]1[cH:68][cH:69][cH:70][cH:71][cH:72]1.[O:73]=[C:74]([CH:75]=[CH:76][c:77]1[cH:78][cH:79][cH:80][cH:81][cH:82]1)[CH:83]=[CH:84][c:85]1[cH:86][cH:87][cH:88][cH:89][cH:90]1.[O:91]=[C:92]([CH:93]=[CH:94][c:95]1[cH:96][cH:97][cH:98][cH:99][cH:100]1)[CH:101]=[CH:102][c:103]1[cH:104][cH:105][cH:106][cH:107][cH:108]1.[Pd:53].[Pd:54]>>[C:1]([CH3:2])([CH3:3])([CH3:4])[O:5][C:6](=[O:7])[N:8]1[CH2:9][CH:10]([c:13]2[n:14]([CH3:29])[c:15]3[n:16][c:17](-[n:33]4[c:32]([CH2:30][CH3:31])[n:36][c:35]5[c:34]4[cH:40][cH:39][cH:38][cH:37]5)[n:18][c:19]([N:22]4[CH2:23][CH2:24][O:25][CH2:26][CH2:27]4)[c:20]3[n:21]2)[CH2:11][CH2:12]1. Starting materials: Cl.Cl.N1CCC(CC1)N1C(NC2=NC=CC=C21)=O (1-piperidin-4-yl-1,3-dihydro-imidazo[4,5-b]pyridin-2-one dihydrochloride), ClC1=CC(=NC=N1)C(=O)N1C=C(C2=CC=CC=C12)C ((6-chloropyrimidin-4-yl)-(3-methyl-indol-1-yl)-methanone), CCN(C(C)C)C(C)C (DIPEA). The solvent is CN(C)C=O (DMF). Run at time 8 hour. Yields the product CC1=CN(C2=CC=CC=C12)C(=O)C1=CC(=NC=N1)N1CCC(CC1)N1C(NC2=NC=CC=C21)=O (1-{1-[6-(3-methyl-indole-1-carbonyl)-pyrimidin-4-yl]-piperidin-4-yl}-1,3-dihydro-imidazo[4,5-b]pyridin-2-one). As a reaction SMILES: Cl.Cl.[NH:3]1[CH2:8][CH2:7][CH:6]([N:9]2[C:17]3[C:12](=[N:13][CH:14]=[CH:15][CH:16]=3)[NH:11][C:10]2=[O:18])[CH2:5][CH2:4]1.Cl[C:20]1[N:25]=[CH:24][N:23]=[C:22]([C:26]([N:28]2[C:36]3[C:31](=[CH:32][CH:33]=[CH:34][CH:35]=3)[C:30]([CH3:37])=[CH:29]2)=[O:27])[CH:21]=1.CCN(C(C)C)C(C)C>CN(C=O)C>[CH3:37][C:30]1[C:31]2[C:36](=[CH:35][CH:34]=[CH:33][CH:32]=2)[N:28]([C:26]([C:22]2[N:23]=[CH:24][N:25]=[C:20]([N:3]3[CH2:4][CH2:5][CH:6]([N:9]4[C:17]5[C:12](=[N:13][CH:14]=[CH:15][CH:16]=5)[NH:11][C:10]4=[O:18])[CH2:7][CH2:8]3)[CH:21]=2)=[O:27])[CH:29]=1 |f:0.1.2|. Procedure details: 227 mg (0.78 mmol) 1-piperidin-4-yl-1,3-dihydro-imidazo[4,5-b]pyridin-2-one dihydrochloride were added to 200 mg (0.74 mmol) (6-chloropyrimidin-4-yl)-(3-methyl-indol-1-yl)-methanone and 413 μL (2.40 mmol) DIPEA in 5 mL DMF. The reaction mixture was stirred overnight at RT and then purified by preparative HPLC. The product fractions were combined and concentrated by rotary evaporation using the rotary evaporator. The residue was taken up in methanol and purified through a silica gel column. The p... Reactants: C1CCC2=NCCCN2CC1, CCOC(C)=O, CC(C)Br, ClCCl, CC1CN(C(=O)C(F)(F)F)CCc2cc(O)c(Br)cc21. Yields the product CC(C)Oc1cc2c(cc1Br)C(C)CN(C(=O)C(F)(F)F)CC2. Reaction SMILES: [CH2:25]1[CH2:26][CH2:27][C:28]2=[N:33][CH2:32][CH2:31][CH2:30][N:29]2[CH2:34][CH2:35]1.[CH3:39][CH2:40][O:41][C:42]([CH3:43])=[O:44].[CH:21]([CH3:22])([CH3:23])[Br:24].[Cl:36][CH2:37][Cl:38].[F:1][C:2]([C:3](=[O:4])[N:5]1[CH2:6][CH2:7][c:8]2[c:9]([cH:13][c:14]([Br:18])[c:15]([OH:17])[cH:16]2)[CH:10]([CH3:12])[CH2:11]1)([F:19])[F:20]>>[F:1][C:2]([C:3](=[O:4])[N:5]1[CH2:6][CH2:7][c:8]2[c:9]([cH:13][c:14]([Br:18])[c:15]([O:17][CH:21]([CH3:22])[CH3:23])[cH:16]2)[CH:10]([CH3:12])[CH2:11]1)([F:19])[F:20]. The reactants are CCOC(C)=O, Cl, CC(C)(C)OC(=O)N1CCC(n2cc(-c3cnc(N)c4oc(-c5ccc6[nH]ncc6c5)cc34)cn2)CC1. Yields the product Cl, Nc1ncc(-c2cnn(C3CCNCC3)c2)c2cc(-c3ccc4[nH]ncc4c3)oc12. Reaction SMILES: [CH3:39][CH2:40][O:41][C:42]([CH3:43])=[O:44].[ClH:38].[NH2:1][c:2]1[n:3][cH:4][c:5](-[c:20]2[cH:21][n:22][n:23]([CH:25]3[CH2:26][CH2:27][N:28]([C:31]([O:32][C:33]([CH3:34])([CH3:35])[CH3:36])=[O:37])[CH2:29][CH2:30]3)[cH:24]2)[c:6]2[c:7]1[o:8][c:9](-[c:11]1[cH:12][c:13]3[cH:14][n:15][nH:16][c:17]3[cH:18][cH:19]1)[cH:10]2>>[ClH:38].[NH2:1][c:2]1[n:3][cH:4][c:5](-[c:20]2[cH:21][n:22][n:23]([CH:25]3[CH2:26][CH2:27][NH:28][CH2:29][CH2:30]3)[cH:24]2)[c:6]2[c:7]1[o:8][c:9](-[c:11]1[cH:12][c:13]3[cH:14][n:15][nH:16][c:17]3[cH:18][cH:19]1)[cH:10]2. Starting materials: NC1=C(C2=C(COCC2)S1)C#N (2-Amino-3-cyano-4,7-dihydro-5H-thieno[2,3-c]pyran), C([O-])([O-])=O.[K+].[K+] (potassium carbonate), C1(=CC=CC=C1)C(C(=O)Cl)CC (2-phenylbutyryl chloride). The solvent is C(C)OCC (diethylether). Reaction conditions: time 24 hour. Yields the product C(#N)C1=C(SC=2COCCC21)NC(C(CC)C2=CC=CC=C2)=O (N-(3-Cyano-4,7-dihydro-5H-thieno[2,3-c]pyran-2-yl)-2-phenyl-butyramide). Isolated yield 66.0%. RXN SMILES: [NH2:1][C:2]1[S:10][C:5]2[CH2:6][O:7][CH2:8][CH2:9][C:4]=2[C:3]=1[C:11]#[N:12].C(=O)([O-])[O-].[K+].[K+].[C:19]1([CH:25]([CH2:29][CH3:30])[C:26](Cl)=[O:27])[CH:24]=[CH:23][CH:22]=[CH:21][CH:20]=1>C(OCC)C>[C:11]([C:3]1[C:4]2[CH2:9][CH2:8][O:7][CH2:6][C:5]=2[S:10][C:2]=1[NH:1][C:26](=[O:27])[CH:25]([C:19]1[CH:24]=[CH:23][CH:22]=[CH:21][CH:20]=1)[CH2:29][CH3:30])#[N:12] |f:1.2.3|. Procedure: To a stirred suspension of 2-Amino-3-cyano-4,7-dihydro-5H-thieno[2,3-c]pyran (361 mg; 2.0 mmol; prepared as described in Example 2, Step 1) and potassium carbonate (1.40 g; 10.1 mmol) in diethylether (6.0 mL) was added 2-phenylbutyryl chloride dropwise. The resulting mixture was stirred at room temperature for 24 h. The solvent was then removed in vacuo, the residue taken up into methylene chloride and washed with water. The organic layer was dried (sodium sulfate) filtered and concentrated in v... The reactants are B.CSC (borane methyl sulfide), S1C=CC2=C1S(CCC2=O)(=O)=O (5,6-Dihydro-4H-thieno[2,3-b]-thiopyran-4-one-7,7-dioxide), C1(=CC=CC=C1)[C@]1(N(CCC1)C1=CC=CC=C1)CO ((S)-diphenylprolinol), C1(=CC=CC=C1)C(O)([C@H]1NCCC1)C1=CC=CC=C1.B ((S)-α,α-Diphenyl-2-pyrrolidinemethanol borane). The solvent is C1CCOC1 (THF), C1CCOC1 (THF). Conditions: temperature -15 celsius, time 1 hour. Yields the product S1C=CC2=C1S(CC[C@H]2O)(=O)=O ((R)-(+)-5,6-Dihydro-4H-thieno[2,3-b]-thiopyran-4-ol-7,7-dioxide). As a reaction SMILES: [S:1]1[C:5]2[S:6](=[O:12])(=[O:11])[CH2:7][CH2:8][C:9](=[O:10])[C:4]=2[CH:3]=[CH:2]1.C1([C@]2(CO)CCCN2C2C=CC=CC=2)C=CC=CC=1.C1(C(C2C=CC=CC=2)([C@@H]2CCCN2)O)C=CC=CC=1.B.B.CSC>C1COCC1>[S:1]1[C:5]2[S:6](=[O:12])(=[O:11])[CH2:7][CH2:8][C@@H:9]([OH:10])[C:4]=2[CH:3]=[CH:2]1 |f:2.3,4.5|. Procedure details: To a magnetically stirred solution of 5,6-Dihydro-4H-thieno[2,3-b]-thiopyran-4-one-7,7-dioxide (9) (1.00 g, 4.94 mmol) in dry THF (14 mL) was added (S)-diphenylprolinol--borane complex from Example 12 (132 mg, 0.494 mmol). The solution was cooled to -15° C. and a solution of borane-methyl sulfide (10M, 0.4 mL, 4.0 mmol) in dry THF (6.8 mL) was added at a rate to maintain the internal temperature at -15° C. The solution was stirred at -15° C. for 1 hour then at 22° C. for 6 hours. The product was... Reactants: COC(C(C)(C)OC1=CC2=C(C3=NC(=CN3CCO2)C=2N(N=C(N2)C)C(C)C)C=C1)=O (2-[2-(2-isopropyl-5-methyl-2H-[1,2,4]triazol-3-yl)-4,5-dihydro-6-oxa-1,3a-diazabenzo[e]azulen-8-yloxy]-2-methylpropionic acid methyl ester), [OH-].[Na+] (NaOH). Solvent: CO (MeOH). Run at temperature 100 celsius. Yields the product C(C)(C)N1N=C(N=C1C1=CN2CCOC3=C(C2=N1)C=CC(=C3)OC(C(=O)O)(C)C)C (2-[2-(2-Isopropyl-5-methyl-2H-[1,2,4]triazol-3-yl)-4,5-dihydro-6-oxa-1,3a-diazabenzo[e]azulen-8-yloxy]-2-methylpropionic acid). The yield is 100.2%. As a reaction SMILES: C[O:2][C:3](=[O:31])[C:4]([O:7][C:8]1[CH:30]=[CH:29][C:11]2[C:12]3[N:16]([CH2:17][CH2:18][O:19][C:10]=2[CH:9]=1)[CH:15]=[C:14]([C:20]1[N:21]([CH:26]([CH3:28])[CH3:27])[N:22]=[C:23]([CH3:25])[N:24]=1)[N:13]=3)([CH3:6])[CH3:5].[OH-].[Na+]>CO>[CH:26]([N:21]1[C:20]([C:14]2[N:13]=[C:12]3[N:16]([CH2:17][CH2:18][O:19][C:10]4[CH:9]=[C:8]([O:7][C:4]([CH3:5])([CH3:6])[C:3]([OH:31])=[O:2])[CH:30]=[CH:29][C:11]=43)[CH:15]=2)=[N:24][C:23]([CH3:25])=[N:22]1)([CH3:28])[CH3:27] |f:1.2|. Procedure details: To a solution of 2-[2-(2-isopropyl-5-methyl-2H-[1,2,4]triazol-3-yl)-4,5-dihydro-6-oxa-1,3a-diazabenzo[e]azulen-8-yloxy]-2-methylpropionic acid methyl ester (39.2 mg, 0.0922 mmol) in MeOH (1.5 mL) was added 1M NaOH (0.46 mL) and the mixture was heated at 100° C. for 1 h using microwave irradiation. After cooling to RT, the organic solvent was removed in vacuo and the pH of the resulting mixture was adjusted to 8 by addition of 1M HCl. The mixture was then subjected to column chromatography (C18, ... Procedure details: Example 57b was prepared according to the procedure used for the preparation of Example 3, substituting the product of Example 57a for the product of Example 2b, to provide the title compound. Yields the product NC=1C=CC(=C(C1)C=1C2=C(C(N(C1)C)=O)NC=C2)OC2CCCCC2 (4-(5-amino-2-(cyclohexyloxy)phenyl)-6-methyl-1H-pyrrolo[2,3-c]pyridin-7(6H)-one). Starting materials: C1(CCCCC1)OC1=C(C=C(C=C1)[N+](=O)[O-])C=1C2=C(C(N(C1)C)=O)NC=C2 (4-(2-(cyclohexyloxy)-5-nitrophenyl)-6-methyl-1H-pyrrolo[2,3-c]pyridin-7(6H)-one), CN1C(C2=C(C(=C1)C1=C(C=CC(=C1)[N+](=O)[O-])OC1=CC=CC=C1)C=CN2)=O (6-methyl-4-(5-nitro-2-phenoxyphenyl)-1,6-dihydro-7H-pyrrolo[2,3-c]pyridin-7-one). As a reaction SMILES: [CH:1]1([O:7][C:8]2[CH:13]=[CH:12][C:11]([N+:14]([O-])=O)=[CH:10][C:9]=2[C:17]2[C:18]3[CH:27]=[CH:26][NH:25][C:19]=3[C:20](=[O:24])[N:21]([CH3:23])[CH:22]=2)[CH2:6][CH2:5][CH2:4][CH2:3][CH2:2]1.CN1C=C(C2C=C([N+]([O-])=O)C=CC=2OC2C=CC=CC=2)C2C=CNC=2C1=O>>[NH2:14][C:11]1[CH:12]=[CH:13][C:8]([O:7][CH:1]2[CH2:2][CH2:3][CH2:4][CH2:5][CH2:6]2)=[C:9]([C:17]2[C:18]3[CH:27]=[CH:26][NH:25][C:19]=3[C:20](=[O:24])[N:21]([CH3:23])[CH:22]=2)[CH:10]=1. Yield: 70.0%. Solvent: CCCCCC.C(C)(=O)OCC (hexane ethyl acetate), ice water. As a reaction SMILES: [OH:1][C:2]1[CH:12]=[CH:11][C:5]([C:6]([O:8][CH2:9][CH3:10])=[O:7])=[CH:4][CH:3]=1.C(=O)([O-])[O-].[K+].[K+].[CH3:19][C:20]([CH3:22])=O>CCCCCC.C(OCC)(=O)C>[CH2:19]([O:1][C:2]1[CH:3]=[CH:4][C:5]([C:6]([O:8][CH2:9][CH3:10])=[O:7])=[CH:11][CH:12]=1)[C:20]#[C:22][C:12]#[C:2][CH2:3][CH2:4][CH2:5][CH3:6] |f:1.2.3,5.6|. Procedure details: In a flask were placed 3.78 g (0.024 mole) of 1-chloro-2,4-nonadiyne thus obtained, 3.32 g (0.02 mole) of ethyl 4-hydroxybenzoate, 5.5 g (0.04 mole) of potassium carbonate, and 50 ml of acetone and the mixture was refluxed by heating for 11 hours. After allowing to cool the reaction mixture to room temperature, the reaction mixture was poured in 250 ml of ice-water and the product was extracted with methylene chloride. After distilling off the solvent of the organic layer, the residue formed was... Reactants: OC1=CC=C(C(=O)OCC)C=C1 (ethyl 4-hydroxybenzoate), C([O-])([O-])=O.[K+].[K+] (potassium carbonate), CC(=O)C (acetone). The product is C(C#CC#CCCCC)OC1=CC=C(C(=O)OCC)C=C1 (ethyl 4-(2,4-nonadiynyloxy)-benzoate).